Dataset: the Open Reaction Database (ORD), a public repository of structured organic reaction records. Task: describe an organic reaction: reactants, conditions, products, and yield The reactants are [H][H] (hydrogen), isomer mixture, C(N)(=O)C1=NC(=C(C(=C1)N)CCCC)Cl (2-carbamoyl-4-amino-5-n-butyl-6-chloro-pyridine), C(N)(=O)C1=NC(=C(C(=C1)Cl)CCCC)N (2-carbamoyl-4-chloro-5-n-butyl-6-amino-pyridine). Reagents/catalysts: [Pd] (palladium on charcoal). Solvent: CO (methanol). Product: C(N)(=O)C1=NC=C(C(=C1)N)CCCC (2-Carbamoyl-4-amino-5-n-butyl-pyridine). RXN SMILES: [C:1]([C:4]1[CH:9]=[C:8]([NH2:10])[C:7]([CH2:11][CH2:12][CH2:13][CH3:14])=[C:6](Cl)[N:5]=1)(=[O:3])[NH2:2].C(C1C=C(Cl)C(CCCC)=C(N)N=1)(=O)N.[H][H]>CO.[Pd]>[C:1]([C:4]1[CH:9]=[C:8]([NH2:10])[C:7]([CH2:11][CH2:12][CH2:13][CH3:14])=[CH:6][N:5]=1)(=[O:3])[NH2:2]. Reported procedure: 11.4 g (0.05 mol) of the isomer mixture of 2-carbamoyl-4-amino-5-n-butyl-6-chloro-pyridine and 2-carbamoyl-4-chloro-5-n-butyl-6-amino-pyridine, dissolved in 120 ml of pure methanol, are hydrogenated in the presence of 1.5 g of palladium on charcoal. After the calculated amount of hydrogen has been taken up, the catalyst is filtered off and the filtrate is evaporated to dryness. The residue is rendered alkaline with 2 N sodium carbonate solution and extracted with ether. The crystalline product w...